Dataset: the Open Reaction Database (ORD), a public repository of structured organic reaction records. Task: describe an organic reaction: reactants, conditions, products, and yield Starting materials: C(C1=CC(O)=C(O)C=C1)(=O)NN (protocatechuhydrazide), [OH-].[K+] (potassium hydroxide), C(=S)=S (carbon disulfide). The solvent is C(C)O (ethanol). Yields the product C(C1=CC(O)=C(O)C=C1)(=O)NNC(=S)[S-].[K+] (potassium 3-protocatechuoyldithiocarbazate). Isolated yield 75.3%. RXN SMILES: [OH-].[K+:2].[C:3]([NH:13][NH2:14])(=[O:12])[C:4]1[CH:11]=[CH:10][C:8]([OH:9])=[C:6]([OH:7])[CH:5]=1.[C:15](=[S:17])=[S:16]>C(O)C>[C:3]([NH:13][NH:14][C:15]([S-:17])=[S:16])(=[O:12])[C:4]1[CH:11]=[CH:10][C:8]([OH:9])=[C:6]([OH:7])[CH:5]=1.[K+:2] |f:0.1,5.6|. Reported procedure: 10 g (178 mmol) of potassium hydroxide was dissolved in 400 ml of ethanol, and 20 g (119 mmol) of protocatechuhydrazide was added thereto under stirring at a temperature of at most 5° C. To this solution, 28.0 ml of carbon disulfide was dropwise added over a period of 10 minutes at a temperature of at most 10° C., and the mixture was stirred at a temperature of from 0° to 10° C. for 30 minutes. Then, the precipitates were collected by filtration, washed with ethanol and dried to obtain 25.3 g (y... As a reaction SMILES: [Br:13][CH2:14][c:15]1[cH:16][cH:17][cH:18][cH:19][cH:20]1.[C:7](=[O:8])([O-:9])[O-:10].[CH3:21][C:22](=[O:23])[CH3:24].[I:1][c:2]1[cH:3][n:4][nH:5][cH:6]1.[K+:11].[K+:12]>>[I:1][c:2]1[cH:3][n:4]([CH2:14][c:15]2[cH:16][cH:17][cH:18][cH:19][cH:20]2)[n:5][cH:6]1. Product: Ic1cnn(Cc2ccccc2)c1. Reactants: BrCc1ccccc1, O=C([O-])[O-], CC(C)=O, Ic1cn[nH]c1, [K+], [K+].